Dataset: the Open Reaction Database (ORD), a public repository of structured organic reaction records. Task: describe an organic reaction: reactants, conditions, products, and yield Starting materials: O=C(c1ccccc1)N1CCC(COc2ccccc2)CC1, CCO, [Na+], [OH-]. The product is c1ccc(OCC2CCNCC2)cc1. Reaction SMILES: [C:1](=[O:2])([c:3]1[cH:4][cH:5][cH:6][cH:7][cH:8]1)[N:9]1[CH2:10][CH2:11][CH:12]([CH2:15][O:16][c:17]2[cH:18][cH:19][cH:20][cH:21][cH:22]2)[CH2:13][CH2:14]1.[CH3:25][CH2:26][OH:27].[Na+:24].[OH-:23]>>[NH:9]1[CH2:10][CH2:11][CH:12]([CH2:15][O:16][c:17]2[cH:18][cH:19][cH:20][cH:21][cH:22]2)[CH2:13][CH2:14]1. Starting materials: Cl (hydrochloric acid), crude product, C(C)(C)(C)OC(=O)N1CCC(CC1)O (4-hydroxy-piperidine-1-carboxylic acid tert-butyl ester), FC=1C=CC(=C(C1)C(F)(F)F)[N+](=O)[O-] (5-fluoro-2-nitrobenzotrifluoride), C([O-])([O-])=O.[K+].[K+] (potassium carbonate). The product is Cl.[N+](=O)([O-])C1=C(C=C(OC2CCNCC2)C=C1)C(F)(F)F (4-(4-nitro-3-trifluoromethyl-phenoxy)-piperidine hydrochloride), Cl (hydrochloride). RXN SMILES: C(OC([N:8]1[CH2:13][CH2:12][CH:11]([OH:14])[CH2:10][CH2:9]1)=O)(C)(C)C.F[C:16]1[CH:17]=[CH:18][C:19]([N+:26]([O-:28])=[O:27])=[C:20]([C:22]([F:25])([F:24])[F:23])[CH:21]=1.C(=O)([O-])[O-].[K+].[K+].[ClH:35]>CS(C)=O.ClCCl.C(OCC)C>[ClH:35].[N+:26]([C:19]1[CH:18]=[CH:17][C:16]([O:14][CH:11]2[CH2:10][CH2:9][NH:8][CH2:13][CH2:12]2)=[CH:21][C:20]=1[C:22]([F:23])([F:24])[F:25])([O-:28])=[O:27].[ClH:35] |f:2.3.4,9.10|. Solvent: C(C)OCC (diethylether), ClCCl (dichloromethane), ClCCl (dichloromethane), C(C)OCC (diethylether), CS(=O)C (dimethylsulfoxide). Reported procedure: A solution of 4-hydroxy-piperidine-1-carboxylic acid tert-butyl ester (2.2 g; 11.0 mmol), 5-fluoro-2-nitrobenzotrifluoride (2.5 g; 11.9 mmol) and potassium carbonate (3.0 g; 22.0 mmol) in dimethylsulfoxide (25 mL) is heated over night at 100° C. The mixture is then diluted with dichloromethane (200 mL) and is washed with water (25 mL), aq. sat. ammonium chloride (25 mL) and twice with water (25 mL). The organic layer is then filtered and the filtrate is evaporated under reduced pressure. The pro... The reactants are CC(C)(C)OC(=O)c1ccc(Oc2ccccc2)cc1NC(=O)c1ccccc1F, O=C(O)C(F)(F)F. Product: O=C(Nc1cc(Oc2ccccc2)ccc1C(=O)O)c1ccccc1F. RXN SMILES: [F:1][c:2]1[c:3]([C:4](=[O:5])[NH:6][c:7]2[c:8]([C:9](=[O:10])[O:11][C:12]([CH3:13])([CH3:14])[CH3:15])[cH:16][cH:17][c:18]([O:20][c:21]3[cH:22][cH:23][cH:24][cH:25][cH:26]3)[cH:19]2)[cH:27][cH:28][cH:29][cH:30]1.[OH:31][C:32]([C:33]([F:34])([F:35])[F:36])=[O:37]>>[F:1][c:2]1[c:3]([C:4](=[O:5])[NH:6][c:7]2[c:8]([C:9](=[O:10])[OH:11])[cH:16][cH:17][c:18]([O:20][c:21]3[cH:22][cH:23][cH:24][cH:25][cH:26]3)[cH:19]2)[cH:27][cH:28][cH:29][cH:30]1. Reactants: CCO, CCN(C(C)C)C(C)C, FC(F)(F)c1nnc2ccc(Cl)nn12, CC(C)(C)OC(=O)N1CCNCC1. Product: CC(C)(C)OC(=O)N1CCN(c2ccc3nnc(C(F)(F)F)n3n2)CC1. RXN SMILES: [CH3:37][CH2:38][OH:39].[CH:14]([N:15]([CH2:16][CH3:17])[CH:18]([CH3:19])[CH3:20])([CH3:21])[CH3:22].[Cl:23][c:24]1[n:25][n:26]2[c:27]([cH:28][cH:29]1)[n:30][n:31][c:32]2[C:33]([F:34])([F:35])[F:36].[N:1]1([C:7](=[O:8])[O:9][C:10]([CH3:11])([CH3:12])[CH3:13])[CH2:2][CH2:3][NH:4][CH2:5][CH2:6]1>>[N:1]1([C:7](=[O:8])[O:9][C:10]([CH3:11])([CH3:12])[CH3:13])[CH2:2][CH2:3][N:4]([c:24]2[n:25][n:26]3[c:27]([cH:28][cH:29]2)[n:30][n:31][c:32]3[C:33]([F:34])([F:35])[F:36])[CH2:5][CH2:6]1.